This data is from the Open Reaction Database (ORD), a public repository of structured organic reaction records. The task is: describe an organic reaction: reactants, conditions, products, and yield Reactants: CCOc1ccc(-c2ccc(CCC=CC3CCC(O)CC3)cc2)c(F)c1F, ClCCl. Product: CCOc1ccc(-c2ccc(CCC=CC3CCC(=O)CC3)cc2)c(F)c1F. RXN SMILES: [CH2:1]([CH3:2])[O:3][c:4]1[c:5]([F:28])[c:6]([F:27])[c:7](-[c:10]2[cH:11][cH:12][c:13]([CH2:16][CH2:17][CH:18]=[CH:19][CH:20]3[CH2:21][CH2:22][CH:23]([OH:26])[CH2:24][CH2:25]3)[cH:14][cH:15]2)[cH:8][cH:9]1.[CH2:29]([Cl:30])[Cl:31]>>[CH2:1]([CH3:2])[O:3][c:4]1[c:5]([F:28])[c:6]([F:27])[c:7](-[c:10]2[cH:11][cH:12][c:13]([CH2:16][CH2:17][CH:18]=[CH:19][CH:20]3[CH2:21][CH2:22][C:23](=[O:26])[CH2:24][CH2:25]3)[cH:14][cH:15]2)[cH:8][cH:9]1.